From a dataset of the Open Reaction Database (ORD), a public repository of structured organic reaction records. describe an organic reaction: reactants, conditions, products, and yield Reactants: C(#N)C1=C(C=C(C=C1)N[C@@H](C(=O)N)CC(C)C)NC1=CC(=NS1)C ((R)-2-(4-cyano-3-(3-methylisothiazol-5-ylamino)phenylamino)-4-methylpentanamide), C(=O)([O-])[O-].[K+].[K+] (K2CO3), OO (H2O2). Solvent: CS(=O)C (DMSO). Run at time 5 minute. Yields the product NC([C@@H](CC(C)C)NC1=CC(=C(C(=O)N)C=C1)NC1=CC(=NS1)C)=O ((R)-4-(1-amino-4-methyl-1-oxopentan-2-ylamino)-2-(3-methylisothiazol-5-ylamino)benzamide). Yield: 29.8%. As a reaction SMILES: [C:1]([C:3]1[CH:8]=[CH:7][C:6]([NH:9][C@H:10]([CH2:14][CH:15]([CH3:17])[CH3:16])[C:11]([NH2:13])=[O:12])=[CH:5][C:4]=1[NH:18][C:19]1[S:23][N:22]=[C:21]([CH3:24])[CH:20]=1)#[N:2].C([O-])([O-])=[O:26].[K+].[K+].OO>CS(C)=O>[NH2:13][C:11](=[O:12])[C@H:10]([NH:9][C:6]1[CH:7]=[CH:8][C:3]([C:1]([NH2:2])=[O:26])=[C:4]([NH:18][C:19]2[S:23][N:22]=[C:21]([CH3:24])[CH:20]=2)[CH:5]=1)[CH2:14][CH:15]([CH3:17])[CH3:16] |f:1.2.3|. Procedure: To a solution of (R)-2-(4-cyano-3-(3-methylisothiazol-5-ylamino)phenylamino)-4-methylpentanamide (102 mg, 0.297 mmol) in DMSO (2 mL), K2CO3 (200 mg, 1.45 mmol) and H2O2 (50% aq., 1.00 mL) were added. After being stirred at 100 C for 5 min, the mixture was purified by HPLC to give the titled compound (32 mg). MS 362.4 (M+H); UV 226.6, 275.5, 303.2 nm The reactants are C1(CC1)N1C(C2=CC=C(C=C2C(=C1C#N)C1=CC(=CC=C1)F)O)=O (2-cyclopropyl-4-(3-fluorophenyl)-6-hydroxy-1-oxo-1,2-dihydroisoquinoline-3-carbonitrile), C(=O)([O-])[O-].[K+].[K+] (K2CO3), C(C1=CC=CC=C1)OCCBr (benzyloxyethyl bromide). Solvent: CN(C)C=O (DMF). Reaction conditions: temperature 120 celsius. Product: C(C1=CC=CC=C1)OCCOC=1C=C2C(=C(N(C(C2=CC1)=O)C1CC1)C#N)C1=CC(=CC=C1)F (6-[2-(benzyloxy)ethoxyl]-2-cyclopropyl-4-(3-fluorophenyl)-1-oxo-1,2-dihydroisoquinoline-3-carbonitrile). RXN SMILES: [CH:1]1([N:4]2[C:13]([C:14]#[N:15])=[C:12]([C:16]3[CH:21]=[CH:20][CH:19]=[C:18]([F:22])[CH:17]=3)[C:11]3[C:6](=[CH:7][CH:8]=[C:9]([OH:23])[CH:10]=3)[C:5]2=[O:24])[CH2:3][CH2:2]1.C([O-])([O-])=O.[K+].[K+].[CH2:31]([O:38][CH2:39][CH2:40]Br)[C:32]1[CH:37]=[CH:36][CH:35]=[CH:34][CH:33]=1>CN(C=O)C>[CH2:31]([O:38][CH2:39][CH2:40][O:23][C:9]1[CH:10]=[C:11]2[C:6](=[CH:7][CH:8]=1)[C:5](=[O:24])[N:4]([CH:1]1[CH2:2][CH2:3]1)[C:13]([C:14]#[N:15])=[C:12]2[C:16]1[CH:21]=[CH:20][CH:19]=[C:18]([F:22])[CH:17]=1)[C:32]1[CH:37]=[CH:36][CH:35]=[CH:34][CH:33]=1 |f:1.2.3|. Procedure: A mixture of the phenol 62 (80 mg, 0.25 mmol), K2CO3 (104 mg, 0.75 mmol) and benzyloxyethyl bromide (64 mg, 0.3 mmol) in DMF (3 mL) was heated in a microwave reactor at 120° C. for 15 min. The mixture was filtered and directly purified using an automated high pressure chromatography unit. The reactants are CC(=O)[O-], CC(=O)O, Cl, O=N[O-], Nc1ccc([N+](=O)[O-])cc1C(=O)O, Nc1ccc2cc(S(=O)(=O)O)cc(O)c2c1, [Na+], [Na+], [Na+], [Na], [OH-], O, O, O, O. Yields the product Nc1ccc2cc(S(=O)(=O)O)cc(O)c2c1N=Nc1ccc([N+](=O)[O-])cc1C(=O)O. As a reaction SMILES: [C:39]([O-:40])(=[O:41])[CH3:42].[CH3:47][C:48](=[O:49])[OH:50].[ClH:18].[N:14]([O-:15])=[O:16].[NH2:1][c:2]1[cH:3][cH:4][c:5]([N+:11]([O-:12])=[O:13])[cH:6][c:7]1[C:8]([OH:9])=[O:10].[NH2:20][c:21]1[cH:22][cH:23][c:24]2[cH:25][c:26]([S:32](=[O:33])(=[O:34])[OH:35])[cH:27][c:28]([OH:31])[c:29]2[cH:30]1.[Na+:17].[Na+:43].[Na+:46].[Na:19].[OH-:45].[OH2:36].[OH2:37].[OH2:38].[OH2:44]>>[N:1]([c:2]1[cH:3][cH:4][c:5]([N+:11]([O-:12])=[O:13])[cH:6][c:7]1[C:8]([OH:9])=[O:10])=[N:14][c:30]1[c:21]([NH2:20])[cH:22][cH:23][c:24]2[cH:25][c:26]([S:32](=[O:33])(=[O:34])[OH:35])[cH:27][c:28]([OH:31])[c:29]21. Reactants: C(C)(=O)OCCCCCCS(=O)(=O)C1=CC=C(C=C1)C (4-[(6-acetoxyhexyl)sulfonyl]toluene), BrN1C(CCC1=O)=O (N-bromo-succinimide), C(C1=CC=CC=C1)(=O)OOC(C1=CC=CC=C1)=O (benzoyl peroxide). Run in C(F)(F)(F)F (carbon tetrafluoride). The product is C(C)(=O)OCCCCCCS(=O)(=O)C1=CC=C(CBr)C=C1 (4-[(6-acetoxyhexyl)sulfonyl]benzyl Bromide). The yield is 71.0%. RXN SMILES: [C:1]([O:4][CH2:5][CH2:6][CH2:7][CH2:8][CH2:9][CH2:10][S:11]([C:14]1[CH:19]=[CH:18][C:17]([CH3:20])=[CH:16][CH:15]=1)(=[O:13])=[O:12])(=[O:3])[CH3:2].[Br:21]N1C(=O)CCC1=O.C(OOC(=O)C1C=CC=CC=1)(=O)C1C=CC=CC=1>C(F)(F)(F)F>[C:1]([O:4][CH2:5][CH2:6][CH2:7][CH2:8][CH2:9][CH2:10][S:11]([C:14]1[CH:19]=[CH:18][C:17]([CH2:20][Br:21])=[CH:16][CH:15]=1)(=[O:13])=[O:12])(=[O:3])[CH3:2]. Reported procedure: 2.0 g of 4-[(6-acetoxyhexyl)sulfonyl]toluene, 1.3 g of N-bromo-succinimide (NBS), 0.015 g of benzoyl peroxide (BPO) , and 20 mL of carbon tetrafluoride were added to a 250 mL round bottomed flask and heated with reflux for 12 hours in nitrogen. The mixture was allowed to cool down and then filtered. The filtrate was washed by deionized water repeatedly. The organic fraction was dried over anhydrous magnesium sulfate and then concentrated by a rotary evaporator. The concentrate was further purifi...